describe an organic reaction: reactants, conditions, products, and yield From a dataset of the Open Reaction Database (ORD), a public repository of structured organic reaction records. Starting materials: C=CCN1Cc2cccc3c2C(C1)c1ccc(OC)c(OC)c1O3, CCO. Product: CCCN1Cc2cccc3c2C(C1)c1ccc(OC)c(OC)c1O3. As a reaction SMILES: [CH2:1]([CH:2]=[CH2:3])[N:4]1[CH2:5][c:6]2[cH:7][cH:8][cH:9][c:10]3[c:11]2[CH:12]([CH2:13]1)[c:14]1[cH:15][cH:16][c:17]([O:23][CH3:24])[c:18]([O:21][CH3:22])[c:19]1[O:20]3.[CH3:25][CH2:26][OH:27]>>[CH2:1]([CH2:2][CH3:3])[N:4]1[CH2:5][c:6]2[cH:7][cH:8][cH:9][c:10]3[c:11]2[CH:12]([CH2:13]1)[c:14]1[cH:15][cH:16][c:17]([O:23][CH3:24])[c:18]([O:21][CH3:22])[c:19]1[O:20]3. Yields the product BrC=1C(=NC=C(N1)Br)NCC(=O)O (2-((3,5-dibromopyrazin-2-yl)amino)acetic acid). Reactants: P(O)(O)(O)=O (phosphoric acid), BrC=1C(=NC=C(N1)Br)NCC(=O)OCC (Ethyl 2-(3,5-dibromopyrazin-2-ylamino)acetate), [OH-].[Na+] (sodium hydroxide), O (water). Reported procedure: Ethyl 2-(3,5-dibromopyrazin-2-ylamino)acetate (1 equiv), tetrahydrofuran and sodium hydroxide in water (1.1 equiv) were combined and stirred at room temperature overnight. The reaction mixture was treated with dilute phosphoric acid (1.9 equiv) and heptane. The organic layer was concentrated to about 75% of its original volume and further distilled with addition of heptane until the reaction mixture was 80° C. The solution was treated with seed and distillation with addition of heptane was conti... The solvent is CCCCCCC (heptane), O1CCCC1 (tetrahydrofuran). Reaction conditions: time 8 hour. As a reaction SMILES: [Br:1][C:2]1[C:3]([NH:9][CH2:10][C:11]([O:13]CC)=[O:12])=[N:4][CH:5]=[C:6]([Br:8])[N:7]=1.[OH-].[Na+].O.P(=O)(O)(O)O>CCCCCCC.O1CCCC1>[Br:1][C:2]1[C:3]([NH:9][CH2:10][C:11]([OH:13])=[O:12])=[N:4][CH:5]=[C:6]([Br:8])[N:7]=1 |f:1.2|.